describe an organic reaction: reactants, conditions, products, and yield From a dataset of the Open Reaction Database (ORD), a public repository of structured organic reaction records. Starting materials: CCN(C(C)C)C(C)C (Hünig's base), C(C)(C)(C)OC(=O)N1C[C@H](NCC1)CC(F)(F)F ((R)-3-(2,2,2-trifluoroethyl)-piperazine-1-carboxylic acid tert-butyl ester), COCOC1=CC=C(C=C1)C=1C=C(C2=C(N1)N(N=C2C)C2OCCCC2)C(=O)O (6-(4-methoxymethoxy-phenyl)-3-methyl-1-(tetrahydro-pyran-2-yl)-1H-pyrazolo[3,4-b]pyridine-4-carboxylic acid). The solvent is O (water), C(Cl)Cl (DCM), C(Cl)Cl (DCM). Conditions: time 2 day. Yields the product C(C)(C)(C)OC(=O)N1C[C@H](N(CC1)C(=O)C=1C2=C(N=C(C1)C1=CC=C(C=C1)OCOC)N(N=C2C)C2OCCCC2)CC(F)(F)F ((R)-4-[6-(4-Methoxymethoxy-phenyl)-3-methyl-1-(tetrahydro-pyran-2-yl)-1H-pyrazolo[3,4-b]pyridine-4-carbonyl]-3-(2,2,2-trifluoro-ethyl)-piperazine-1-carboxylic acid tert-butyl ester). Isolated yield 48.0%. As a reaction SMILES: [CH3:1][O:2][CH2:3][O:4][C:5]1[CH:10]=[CH:9][C:8]([C:11]2[CH:12]=[C:13]([C:27](O)=[O:28])[C:14]3[C:19]([CH3:20])=[N:18][N:17]([CH:21]4[CH2:26][CH2:25][CH2:24][CH2:23][O:22]4)[C:15]=3[N:16]=2)=[CH:7][CH:6]=1.CCN(C(C)C)C(C)C.[C:39]([O:43][C:44]([N:46]1[CH2:51][CH2:50][NH:49][C@H:48]([CH2:52][C:53]([F:56])([F:55])[F:54])[CH2:47]1)=[O:45])([CH3:42])([CH3:41])[CH3:40]>C(Cl)Cl.O>[C:39]([O:43][C:44]([N:46]1[CH2:51][CH2:50][N:49]([C:27]([C:13]2[C:14]3[C:19]([CH3:20])=[N:18][N:17]([CH:21]4[CH2:26][CH2:25][CH2:24][CH2:23][O:22]4)[C:15]=3[N:16]=[C:11]([C:8]3[CH:9]=[CH:10][C:5]([O:4][CH2:3][O:2][CH3:1])=[CH:6][CH:7]=3)[CH:12]=2)=[O:28])[C@H:48]([CH2:52][C:53]([F:55])([F:56])[F:54])[CH2:47]1)=[O:45])([CH3:42])([CH3:40])[CH3:41]. Procedure details: To a suspension of 0.80 g of 6-(4-methoxymethoxy-phenyl)-3-methyl-1-(tetrahydro-pyran-2-yl)-1H-pyrazolo[3,4-b]pyridine-4-carboxylic acid in 12 ml of DCM were added 1 ml of Hünig's base, 0.48 g of BEP and 0.50 g of (R)-3-(2,2,2-trifluoroethyl)-piperazine-1-carboxylic acid tert-butyl ester. The reaction was stirred at r.t. for 2 d. For workup it was diluted with water and DCM and the layers were separated. The organic layer was washed with water twice, dried over Na2SO4, filtered and concentrated ... Starting materials: CC(C)(O)c1ccc2c(c1)[nH]c1c(C(N)=O)ccc(Br)c12, CO, ClCCl, O=C(O)C(F)(F)F. The product is COC(C)(C)c1ccc2c(c1)[nH]c1c(C(N)=O)ccc(Br)c12. RXN SMILES: [Br:1][c:2]1[cH:3][cH:4][c:5]([C:19](=[O:20])[NH2:21])[c:6]2[nH:7][c:8]3[cH:9][c:10]([C:15]([CH3:16])([CH3:17])[OH:18])[cH:11][cH:12][c:13]3[c:14]12.[CH3:29][OH:30].[Cl:31][CH2:32][Cl:33].[F:22][C:23]([F:24])([F:25])[C:26]([OH:27])=[O:28]>>[Br:1][c:2]1[cH:3][cH:4][c:5]([C:19](=[O:20])[NH2:21])[c:6]2[nH:7][c:8]3[cH:9][c:10]([C:15]([CH3:16])([CH3:17])[O:18][CH3:23])[cH:11][cH:12][c:13]3[c:14]12. Reactants: CC(C)(C)[O-], CS(C)=O, Cl, N#Cc1ccc(F)c(C(F)(F)F)c1, [K+], O=C1CCNN1. The product is N#Cc1ccc(N2CCC(=O)N2)c(C(F)(F)F)c1. As a reaction SMILES: [CH3:14][C:15]([CH3:16])([O-:17])[CH3:18].[CH3:27][S:28]([CH3:29])=[O:30].[ClH:20].[F:1][c:2]1[c:3]([C:10]([F:11])([F:12])[F:13])[cH:4][c:5]([C:6]#[N:7])[cH:8][cH:9]1.[K+:19].[NH:21]1[NH:22][C:23](=[O:26])[CH2:24][CH2:25]1>>[c:2]1([N:21]2[NH:22][C:23](=[O:26])[CH2:24][CH2:25]2)[c:3]([C:10]([F:11])([F:12])[F:13])[cH:4][c:5]([C:6]#[N:7])[cH:8][cH:9]1. The reactants are Brc1ccccc1, CC(=O)[O-], CC(=O)[O-], C1CNCCN1, Cc1ccccc1C, [Pd+2]. Product: c1ccc(N2CCNCC2)cc1. As a reaction SMILES: [Br:7][c:8]1[cH:9][cH:10][cH:11][cH:12][cH:13]1.[C:22]([O-:23])(=[O:24])[CH3:25].[C:27]([O-:28])(=[O:29])[CH3:30].[CH2:1]1[CH2:2][NH:3][CH2:4][CH2:5][NH:6]1.[CH3:14][c:15]1[c:16]([CH3:17])[cH:18][cH:19][cH:20][cH:21]1.[Pd+2:26]>>[CH2:1]1[CH2:2][N:3]([c:8]2[cH:9][cH:10][cH:11][cH:12][cH:13]2)[CH2:4][CH2:5][NH:6]1. Starting materials: CCOC(C)=O, CCOC(=O)N=NC(=O)OCC, C1CCOC1, O, COC(=O)c1ccc(O)c(-n2cccc2CO)c1, c1ccc(P(c2ccccc2)c2ccccc2)cc1. The product is COC(=O)c1ccc2c(c1)-n1cccc1CO2. RXN SMILES: [CH3:50][CH2:51][O:52][C:53](=[O:54])[CH3:55].[O:1]=[C:2]([O:3][CH2:4][CH3:5])[N:6]=[N:7][C:8]([O:9][CH2:10][CH3:11])=[O:12].[O:56]1[CH2:57][CH2:58][CH2:59][CH2:60]1.[OH2:61].[OH:13][c:14]1[c:15](-[n:24]2[c:25]([CH2:29][OH:30])[cH:26][cH:27][cH:28]2)[cH:16][c:17]([C:18](=[O:19])[O:20][CH3:21])[cH:22][cH:23]1.[c:31]1([P:32]([c:33]2[cH:34][cH:35][cH:36][cH:37][cH:38]2)[c:39]2[cH:40][cH:41][cH:42][cH:43][cH:44]2)[cH:45][cH:46][cH:47][cH:48][cH:49]1>>[c:14]12[c:15]([cH:16][c:17]([C:18](=[O:19])[O:20][CH3:21])[cH:22][cH:23]1)-[n:24]1[c:25]([cH:26][cH:27][cH:28]1)[CH2:29][O:30]2. Reagents/catalysts: [Pd] (palladium on carbon). As a reaction SMILES: [CH3:1][C:2]1[C:6]([C:7]2[CH:8]=[C:9]([C:17]([C:19]3[CH:24]=[CH:23][C:22]([F:25])=[CH:21][CH:20]=3)=[CH2:18])[C:10]3[NH:14][C:13](=[O:15])[NH:12][C:11]=3[CH:16]=2)=[C:5]([CH3:26])[O:4][N:3]=1>[Pd].C(O)C>[CH3:1][C:2]1[C:6]([C:7]2[CH:8]=[C:9]([CH:17]([C:19]3[CH:20]=[CH:21][C:22]([F:25])=[CH:23][CH:24]=3)[CH3:18])[C:10]3[NH:14][C:13](=[O:15])[NH:12][C:11]=3[CH:16]=2)=[C:5]([CH3:26])[O:4][N:3]=1. Product: CC1=NOC(=C1C=1C=C(C2=C(NC(N2)=O)C1)C(C)C1=CC=C(C=C1)F)C (6-(3,5-dimethylisoxazol-4-yl)-4-(1-(4-fluorophenyl)ethyl)-1H-benzo[d]imidazol-2(3H)-one). Reactants: CC1=NOC(=C1C=1C=C(C2=C(NC(N2)=O)C1)C(=C)C1=CC=C(C=C1)F)C (6-(3,5-dimethylisoxazol-4-yl)-4-(1-(4-fluorophenyl)vinyl)-1H-benzo[d]imidazol-2(3H)-one). Reported procedure: A suspension of 6-(3,5-dimethylisoxazol-4-yl)-4-(1-(4-fluorophenyl)vinyl)-1H-benzo[d]imidazol-2(3H)-one (60 mg, 0.172 mmol) and 10% palladium on carbon (20 mg) in 5 mL ethanol was purged with hydrogen gas and allowed to stir for 2 hours. The reaction mixture was then filtered and the solvents evaporated. Residue was purified by preparative HPLC which afforded 6-(3,5-dimethylisoxazol-4-yl)-4-(1-(4-fluorophenyl)ethyl)-1H-benzo[d]imidazol-2(3H)-one. Run at time 2 hour. Run in C(C)O (ethanol). The reactants are FC1=C(C=C(C=C1)C1=C(C(=CC(=C1)C)C)C#CSC[C@H](CC(=O)OC)O[Si](C1=CC=CC=C1)(C1=CC=CC=C1)C(C)(C)C)C ((S)-4-[[[4'-fluoro-3,3',5-trimethyl[1,1'-biphenyl]-2-yl]ethynyl]thio]-3-(t-butyldiphenylsilyloxy)butanoic acid, methyl ester), C(C)(=O)O (acetic acid), [F-].C(CCC)[N+](CCCC)(CCCC)CCCC (tetrabutylammonium fluoride). Run in ice water, O1CCCC1 (tetrahydrofuran), O1CCCC1 (tetrahydrofuran). Run at time 8 hour. Yields the product FC1=C(C=C(C=C1)C1=C(C(=CC(=C1)C)C)C#CSC[C@H](CC(=O)OC)O)C ((S)-4-[[[4'-Fluoro-3,3',5-trimethyl[1,1'-biphenyl]-2-yl]ethynyl]thio]-3-hydroxybutanoic acid, methyl ester). Isolated yield 71.4%. RXN SMILES: [F:1][C:2]1[CH:7]=[CH:6][C:5]([C:8]2[CH:13]=[C:12]([CH3:14])[CH:11]=[C:10]([CH3:15])[C:9]=2[C:16]#[C:17][S:18][CH2:19][C@@H:20]([O:26][Si](C(C)(C)C)(C2C=CC=CC=2)C2C=CC=CC=2)[CH2:21][C:22]([O:24][CH3:25])=[O:23])=[CH:4][C:3]=1[CH3:44].C(O)(=O)C.[F-].C([N+](CCCC)(CCCC)CCCC)CCC>O1CCCC1>[F:1][C:2]1[CH:7]=[CH:6][C:5]([C:8]2[CH:13]=[C:12]([CH3:14])[CH:11]=[C:10]([CH3:15])[C:9]=2[C:16]#[C:17][S:18][CH2:19][C@@H:20]([OH:26])[CH2:21][C:22]([O:24][CH3:25])=[O:23])=[CH:4][C:3]=1[CH3:44] |f:2.3|. Procedure: A solution of (S)-4-[[[4'-fluoro-3,3',5-trimethyl[1,1'-biphenyl]-2-yl]ethynyl]thio]-3-(t-butyldiphenylsilyloxy)butanoic acid, methyl ester (1.2 g, 1.9 mM) in dry tetrahydrofuran (10 ml) was treated with glacial acetic acid (0.43 ml, 7.70 mM, 4.0 eq) followed by a 1.0M tetrabutylammonium fluoride solution in tetrahydrofuran (5.78 ml, 5.78 mM, 3.0 eq) and the dark reaction mixture stirred overnight at room temperature under argon. The mixture was diluted with 10 ml of ice water and extracted with ... Reactants: O=C([O-])[O-], COCOc1cc(CC(=O)OC)c(Br)c(OCOC)c1, [Cs+], [Cs+], O, OB(O)Oc1ccccc1. The product is COCOc1cc(CC(=O)OC)c(-c2ccccc2)c(OCOC)c1. As a reaction SMILES: [C:31](=[O:32])([O-:33])[O-:34].[CH3:1][O:2][CH2:3][O:4][c:5]1[c:6]([Br:20])[c:7]([CH2:15][C:16](=[O:17])[O:18][CH3:19])[cH:8][c:9]([O:11][CH2:12][O:13][CH3:14])[cH:10]1.[Cs+:35].[Cs+:36].[OH2:37].[c:21]1([O:27][B:28]([OH:29])[OH:30])[cH:22][cH:23][cH:24][cH:25][cH:26]1>>[CH3:1][O:2][CH2:3][O:4][c:5]1[c:6](-[c:21]2[cH:22][cH:23][cH:24][cH:25][cH:26]2)[c:7]([CH2:15][C:16](=[O:17])[O:18][CH3:19])[cH:8][c:9]([O:11][CH2:12][O:13][CH3:14])[cH:10]1.